Task: describe an organic reaction: reactants, conditions, products, and yield. Dataset: the Open Reaction Database (ORD), a public repository of structured organic reaction records The reactants are CCC(O)(C=Cc1ccc(C(CC)(CC)c2ccc(-c3cccc(CC(=O)OC)c3)cc2)cc1C)CC, CO, [Cl-], [NH4+], [Na+], C1CCOC1, [OH-]. The product is CCC(O)(C=Cc1ccc(C(CC)(CC)c2ccc(-c3cccc(CC(=O)O)c3)cc2)cc1C)CC. RXN SMILES: [CH3:3][O:4][C:5]([CH2:6][c:7]1[cH:8][c:9](-[c:13]2[cH:14][cH:15][c:16]([C:19]([CH2:20][CH3:21])([c:22]3[cH:23][c:24]([CH3:36])[c:25]([CH:28]=[CH:29][C:30]([CH2:31][CH3:32])([OH:33])[CH2:34][CH3:35])[cH:26][cH:27]3)[CH2:37][CH3:38])[cH:17][cH:18]2)[cH:10][cH:11][cH:12]1)=[O:39].[CH3:47][OH:48].[Cl-:40].[NH4+:41].[Na+:2].[O:42]1[CH2:43][CH2:44][CH2:45][CH2:46]1.[OH-:1]>>[O:4]=[C:5]([CH2:6][c:7]1[cH:8][c:9](-[c:13]2[cH:14][cH:15][c:16]([C:19]([CH2:20][CH3:21])([c:22]3[cH:23][c:24]([CH3:36])[c:25]([CH:28]=[CH:29][C:30]([CH2:31][CH3:32])([OH:33])[CH2:34][CH3:35])[cH:26][cH:27]3)[CH2:37][CH3:38])[cH:17][cH:18]2)[cH:10][cH:11][cH:12]1)[OH:39]. Starting materials: C(CCC)OC1=C2C3=C(C(=NC2=CC=N1)C(=C)C)C=CC(=C3)F (1-butoxy-9-fluoro-6-isopropenylbenzo[c]-1,6-naphthyridine), Br.C(C)(=O)O (HBr acetic acid). The product is BrCC(C)C1=NC=2C=CNC(C2C2=C1C=CC(=C2)F)=O (6-(2-bromo-1-methylethyl)-9-fluorobenzo[c]-1,6-naphthyridin-1(2H)-one). RXN SMILES: C([O:5][C:6]1[N:15]=[CH:14][CH:13]=[C:12]2[C:7]=1[C:8]1[CH:22]=[C:21]([F:23])[CH:20]=[CH:19][C:9]=1[C:10]([C:16]([CH3:18])=[CH2:17])=[N:11]2)CCC.[BrH:24].C(O)(=O)C>>[Br:24][CH2:17][CH:16]([C:10]1[C:9]2[CH:19]=[CH:20][C:21]([F:23])=[CH:22][C:8]=2[C:7]2[C:6](=[O:5])[NH:15][CH:14]=[CH:13][C:12]=2[N:11]=1)[CH3:18] |f:1.2|. Reported procedure: A solution of 1-butoxy-9-fluoro-6-isopropenylbenzo[c]-1,6-naphthyridine (26 mg, 0.063 mmol) in HBr/acetic acid (33% wt) (1.0 ml) was stirred for 18 hr at room temperature. The reaction mixture was concentrated to a crude solid that was taken up into acetonitrile (5 mL) and concentrated again in an attempt to drive off more acetic acid. The resulting solid was triturated with EtOAc (1 mL), then collected by vacuum filtration to afford 6-(2-bromo-1-methylethyl)-9-fluorobenzo[c]-1,6-naphthyridin-1(... Reactants: CC1=C(C(=O)C2=C(C=C(C=C2C)C(=O)O)C)C=C(C=C1)N1C=NC=C1 (2-methyl-5-(1-imidazolyl)-2',6'-dimethyl-4'-carboxybenzophenone), [OH-].[Na+] (sodium hydroxide), [BH4-].[Na+] (sodium borohydride). The solvent is O (water). Run at time 3 hour. Yields the product CC1=C(C(=CC(=C1)C(=O)O)C)C(O)C1=C(C=CC(=C1)N1C=NC=C1)C (α-(2,6-dimethyl-4-carboxyphenyl)-2-methyl-5-(1-imidazolyl)benzenemethanol). Isolated yield 85.9%. Reaction SMILES: [CH3:1][C:2]1[CH:20]=[CH:19][C:18]([N:21]2[CH:25]=[CH:24][N:23]=[CH:22]2)=[CH:17][C:3]=1[C:4]([C:6]1[C:11]([CH3:12])=[CH:10][C:9]([C:13]([OH:15])=[O:14])=[CH:8][C:7]=1[CH3:16])=[O:5].[OH-].[Na+].[BH4-].[Na+]>O>[CH3:12][C:11]1[CH:10]=[C:9]([C:13]([OH:15])=[O:14])[CH:8]=[C:7]([CH3:16])[C:6]=1[CH:4]([C:3]1[CH:17]=[C:18]([N:21]2[CH:25]=[CH:24][N:23]=[CH:22]2)[CH:19]=[CH:20][C:2]=1[CH3:1])[OH:5] |f:1.2,3.4|. Procedure details: To a solution of 16.2 g of 2-methyl-5-(1-imidazolyl)-2',6'-dimethyl-4'-carboxybenzophenone and 2.1 g of sodium hydroxide in 113 ml of water is added 2.8 g of sodium borohydride, and the mixture is stirred at 70°-75° C. for 3 hours. After completion of the reaction, a small amount of an isoluble substance is filtered off from the warm mixture and the filtrate is adjusted to pH 4 with concentrated hydrochloric acid under stirring at 80°-90° C. The precipitated crystals are collected by filtration ... Reactants: CCC12CC(O)C3C4CCC(=O)C=C4CCC3C1CCC2=O, CC(=O)O, ClCCl, [Na+], [OH-], O, O=C(O)C(F)(F)F. Product: CCC12CC(O)C3C4CCCC=C4CCC3C1CCC2=O. RXN SMILES: [CH2:8]([CH3:9])[C:10]12[C:11](=[O:29])[CH2:12][CH2:13][CH:14]1[CH:15]1[CH:16]([CH:17]([OH:19])[CH2:18]2)[CH:20]2[CH2:21][CH2:22][C:23](=[O:28])[CH:24]=[C:25]2[CH2:26][CH2:27]1.[CH3:36][C:37](=[O:38])[OH:39].[Cl:33][CH2:34][Cl:35].[Na+:31].[OH-:30].[OH2:32].[OH:1][C:2]([C:3]([F:4])([F:5])[F:6])=[O:7]>>[CH2:8]([CH3:9])[C:10]12[C:11](=[O:29])[CH2:12][CH2:13][CH:14]1[CH:15]1[CH:16]([CH:17]([OH:19])[CH2:18]2)[CH:20]2[CH2:21][CH2:22][CH2:23][CH:24]=[C:25]2[CH2:26][CH2:27]1. Reactants: O1CCC2=C1C=CC=C2C#CCO (3-(2,3-dihydrobenzofuran-4-yl)prop-2-yn-1-ol). Reagents/catalysts: [Pd] (Pd/C). Run in N1=CC=CC=C1 (pyridine). Yields the product O1CCC2=C1C=CC=C2\C=C/CO ((cis)-3-(2,3-Dihydrobenzofuran-4-yl)prop-2-en-1-ol). Isolated yield 100.7%. Reaction SMILES: [O:1]1[C:5]2[CH:6]=[CH:7][CH:8]=[C:9]([C:10]#[C:11][CH2:12][OH:13])[C:4]=2[CH2:3][CH2:2]1>N1C=CC=CC=1.[Pd]>[O:1]1[C:5]2[CH:6]=[CH:7][CH:8]=[C:9](/[CH:10]=[CH:11]\[CH2:12][OH:13])[C:4]=2[CH2:3][CH2:2]1. Reported procedure: A mixture of 3-(2,3-dihydrobenzofuran-4-yl)prop-2-yn-1-ol (6.2 mmol) and Pd/C (300 mg) in 20 mL of pyridine was shaken under an atmosphere of H2 (10 psi) until no starting material remained (8 h). The crude reaction mixture was filtered to remove the catalyst and the catalyst was washed with ether. The filtrate was concentrated in vacuo to provide 1.1 g of the desired product as a yellow oil (quantitative yield). Starting materials: ClC=1C=CC(=C(C1)C1=NN(C=C1NC(=O)C=1C=NN2C1N=CC=C2)CC(=O)OC(C)(C)C)OC (tert-butyl 2-(3-(5-chloro-2-methoxyphenyl)-4-(pyrazolo[1,5-a]pyrimidine-3-carboxamido)-1H-pyrazol-1-yl)acetate), C(=O)(C(F)(F)F)O (TFA). Solvent: ClCCl (dichloromethane). Reaction conditions: time 2 hour. Yields the product ClC=1C=CC(=C(C1)C1=NN(C=C1NC(=O)C=1C=NN2C1N=CC=C2)CC(=O)O)OC (2-(3-(5-chloro-2-methoxyphenyl)-4-(pyrazolo[1,5-a]pyrimidine-3-carboxamido)-1H-pyrazol-1-yl)acetic acid). Isolated yield 85.6%. RXN SMILES: [Cl:1][C:2]1[CH:3]=[CH:4][C:5]([O:33][CH3:34])=[C:6]([C:8]2[C:12]([NH:13][C:14]([C:16]3[CH:17]=[N:18][N:19]4[CH:24]=[CH:23][CH:22]=[N:21][C:20]=34)=[O:15])=[CH:11][N:10]([CH2:25][C:26]([O:28]C(C)(C)C)=[O:27])[N:9]=2)[CH:7]=1.C(O)(C(F)(F)F)=O>ClCCl>[Cl:1][C:2]1[CH:3]=[CH:4][C:5]([O:33][CH3:34])=[C:6]([C:8]2[C:12]([NH:13][C:14]([C:16]3[CH:17]=[N:18][N:19]4[CH:24]=[CH:23][CH:22]=[N:21][C:20]=34)=[O:15])=[CH:11][N:10]([CH2:25][C:26]([OH:28])=[O:27])[N:9]=2)[CH:7]=1. Procedure: To tert-butyl 2-(3-(5-chloro-2-methoxyphenyl)-4-(pyrazolo[1,5-a]pyrimidine-3-carboxamido)-1H-pyrazol-1-yl)acetate (1.85 g, 3.83 mmol) in 50 mL dichloromethane was added 30 ml of TFA. The mixture was stirred 2 h at ambient temperature, then concentrated and recrystallized from EtOAc to furnish 1.4 g (86%) of 2-(3-(5-chloro-2-methoxyphenyl)-4-(pyrazolo[1,5-a]pyrimidine-3-carboxamido)-1H-pyrazol-1-yl)acetic acid as a colorless solid. LCMS (ESI) m+H=427.1. 1H NMR (400 MHz, CD3OD) δ 9.95 (s, 1H), 9.0...